Dataset: the Open Reaction Database (ORD), a public repository of structured organic reaction records. Task: describe an organic reaction: reactants, conditions, products, and yield Starting materials: ClC=1C=C(C=CC1)SC1=CC(=CN1)C(=O)OC (Methyl 5-(3-chlorophenylthio)pyrrole-3-carboxylate), [OH-].[Na+] (sodium hydroxide), hexane-5 ethyl acetate. The solvent is CO (methanol), CO (methanol). Product: ClC=1C=C(C=CC1)SC1=CC(=CN1)C(=O)O (5-(3-chlorophenylthio)pyrrole-3-carboxylic acid). Isolated yield 92.9%. Reaction SMILES: [Cl:1][C:2]1[CH:3]=[C:4]([S:8][C:9]2[NH:13][CH:12]=[C:11]([C:14]([O:16]C)=[O:15])[CH:10]=2)[CH:5]=[CH:6][CH:7]=1.[OH-].[Na+]>CO>[Cl:1][C:2]1[CH:3]=[C:4]([S:8][C:9]2[NH:13][CH:12]=[C:11]([C:14]([OH:16])=[O:15])[CH:10]=2)[CH:5]=[CH:6][CH:7]=1 |f:1.2|. Reported procedure: Methyl 5-(3-chlorophenylthio)pyrrole-3-carboxylate (1.5 g.) was refluxed with 10 ml. of 1 N sodium hydroxide and 20 ml. of methanol, at which time thin layer chromatography (silica gel with hexane-5/ethyl acetate-1/5% acetic acid as eluant) indicated hydrolysis was complete. The methanol was allowed to evaporate. The aqueous residue was diluted with approximately one volume of water and extracted twice with ether. The aqueous phase was acidified with 6 N hydrochloric acid and product extracted m... The reactants are O(C1=CC=CC=C1)C1=CC=C(C=C1)S(=O)(=O)O (4-phenoxybenzenesulfonic acid), S(=O)(Cl)Cl (thionyl chloride), C(C)OCC (diethyl ether). The reagents and catalysts are CN(C)C=O (DMF). Yields the product O(C1=CC=CC=C1)C1=CC=C(C=C1)S(=O)(=O)Cl (4-phenoxybenzenesulfonyl chloride). Reaction SMILES: [O:1]([C:8]1[CH:13]=[CH:12][C:11]([S:14]([OH:17])(=O)=[O:15])=[CH:10][CH:9]=1)[C:2]1[CH:7]=[CH:6][CH:5]=[CH:4][CH:3]=1.C(OCC)C.S(Cl)([Cl:25])=O>CN(C=O)C>[O:1]([C:8]1[CH:13]=[CH:12][C:11]([S:14]([Cl:25])(=[O:17])=[O:15])=[CH:10][CH:9]=1)[C:2]1[CH:7]=[CH:6][CH:5]=[CH:4][CH:3]=1. Procedure: A solution of 4-phenoxybenzenesulfonic acid (3.14 g, 12.64 mmol) in thionyl chloride (9 ml) was refluxed for 4 h in presence of DMF (2 drops). After cooling to room temperature, diethyl ether (20 ml) was added and the resulting white solid was separated by filtration. The filtered solution was evaporated in vacuo to give 4-phenoxybenzenesulfonyl chloride as a brown oil which was used in the next step without further purification. The reactants are C(C)(C)(C)OC(=O)N1[C@H](CN(CC1)C(=O)OC(C)(C)C)C1=CC=C(C=C1)N1C[C@@H](CC1)OS(=O)(=O)C ((S)-1,4-di(t-butoxycarbonyl)-2-(4-((R)-3-methansulfonyloxy-pyrrolidino)phenyl)piperazine), N1CCCC1 (pyrrolidine). The solvent is C1(=CC=CC=C1)C (toluene). Run at temperature 90 celsius. Product: C(C)(C)(C)OC(=O)N1[C@H](CN(CC1)C(=O)OC(C)(C)C)C1=CC=C(C=C1)N1C[C@H](CC1)N1CCCC1 ((S)-1,4-di(t-butoxycarbonyl)-2-(4-((S)-3-(pyrrolidin-1-yl)pyrrolidin-1-yl)phenyl)piperazine). The yield is 58.3%. RXN SMILES: [C:1]([O:5][C:6]([N:8]1[CH2:13][CH2:12][N:11]([C:14]([O:16][C:17]([CH3:20])([CH3:19])[CH3:18])=[O:15])[CH2:10][C@@H:9]1[C:21]1[CH:26]=[CH:25][C:24](N2CC[C@@H](OS(C)(=O)=O)C2)=[CH:23][CH:22]=1)=[O:7])([CH3:4])([CH3:3])[CH3:2].[NH:37]1[CH2:41][CH2:40][CH2:39][CH2:38]1>C1(C)C=CC=CC=1>[C:1]([O:5][C:6]([N:8]1[CH2:13][CH2:12][N:11]([C:14]([O:16][C:17]([CH3:20])([CH3:19])[CH3:18])=[O:15])[CH2:10][C@@H:9]1[C:21]1[CH:22]=[CH:23][C:24]([N:37]2[CH2:41][CH2:40][C@H:39]([N:37]3[CH2:41][CH2:40][CH2:39][CH2:38]3)[CH2:38]2)=[CH:25][CH:26]=1)=[O:7])([CH3:2])([CH3:3])[CH3:4]. Procedure: To a solution of (S)-1,4-di(t-butoxycarbonyl)-2-(4-((R)-3-methansulfonyloxy-pyrrolidino)phenyl)piperazine (877 mg, 1.64 mmol) in toluene (10 mL) was added pyrrolidine (0.64 mL, 8.19 mmol), and the resulting solution was heated at 90° C. for 8 h. After checking consumption of the starting material with TLC, the reaction mixture was partitioned between ethyl acetate and saturated sodium bicarbonate aqueous solution. The organic layer was washed with brine, dried over anhydrous sodium sulfate, and ... The reactants are C(C(C)(C)C)(=O)Cl (pivaloyl chloride), NCCN1CCC(CC1)CNC(C1=CC(=CC(=C1)C(F)(F)F)C(F)(F)F)=O (N-((1-(2-aminoethyl)piperidin-4-yl)methyl)-3,5-bis(trifluoromethyl)benzamide), TEA, C(Cl)Cl (CH2Cl2), C(=O)(O)[O-].[Na+] (NaHCO3). Solvent: CN(C)C=O (DMF), CCOC(=O)C (EtOAc). Run at temperature -20 celsius, time 8 hour. Product: C(C(C)(C)C)(=O)NCCN1CCC(CC1)CNC(C1=CC(=CC(=C1)C(F)(F)F)C(F)(F)F)=O (N-((1-(2-pivalamidoethyl)piperidin-4-yl)methyl)-3,5-bis(trifluoromethyl)benzamide). As a reaction SMILES: [NH2:1][CH2:2][CH2:3][N:4]1[CH2:9][CH2:8][CH:7]([CH2:10][NH:11][C:12](=[O:27])[C:13]2[CH:18]=[C:17]([C:19]([F:22])([F:21])[F:20])[CH:16]=[C:15]([C:23]([F:26])([F:25])[F:24])[CH:14]=2)[CH2:6][CH2:5]1.C(Cl)Cl.[C:31](Cl)(=[O:36])[C:32]([CH3:35])([CH3:34])[CH3:33].C([O-])(O)=O.[Na+]>CCOC(C)=O.CN(C=O)C>[C:31]([NH:1][CH2:2][CH2:3][N:4]1[CH2:5][CH2:6][CH:7]([CH2:10][NH:11][C:12](=[O:27])[C:13]2[CH:18]=[C:17]([C:19]([F:21])([F:22])[F:20])[CH:16]=[C:15]([C:23]([F:24])([F:25])[F:26])[CH:14]=2)[CH2:8][CH2:9]1)(=[O:36])[C:32]([CH3:35])([CH3:34])[CH3:33] |f:3.4|. Procedure: A solution of N-((1-(2-aminoethyl)piperidin-4-yl)methyl)-3,5-bis(trifluoromethyl)benzamide (70 mg, 0.18 mmol) and TEA (123 μL, 0.881 mmol) in a 1:1 mixture of CH2Cl2:DMF (2 mL) was treated with pivaloyl chloride (42 mg, 0.35 mmol). The reaction mixture was stirred overnight then transferred to a test tube containing saturated aqueous NaHCO3 (4 mL) and EtOAc (4 mL). The biphasic mixture was mixed vigorously and allowed to separate for 15 min. After separation, the mixture was cooled to −20° C. un... The reactants are OC1=CC=C(C(=O)OC)C=C1 (methyl 4-hydroxybenzoate), Cl.ClCCC=1N=CNC1 (4-[2-chloroethyl]-1H-imidazole hydrochloride), C([O-])([O-])=O.[K+].[K+] (potassium carbonate), [I-].[Na+] (sodium iodide). Run in CN(C=O)C (dimethylformamide), C(Cl)(Cl)Cl (chloroform), C(Cl)(Cl)Cl.CO (chloroform methanol). Product: C(=O)(OC)C1=CC=C(OCCC=2N=CNC2)C=C1 (4-[2-(4-Carbomethoxyphenoxy)ethyl]-1H-imidazole). Reaction SMILES: [OH:1][C:2]1[CH:11]=[CH:10][C:5]([C:6]([O:8][CH3:9])=[O:7])=[CH:4][CH:3]=1.Cl.Cl[CH2:14][CH2:15][C:16]1[N:17]=[CH:18][NH:19][CH:20]=1.C(=O)([O-])[O-].[K+].[K+].[I-].[Na+]>CN(C)C=O.C(Cl)(Cl)Cl.CO.C(Cl)(Cl)Cl>[C:6]([C:5]1[CH:4]=[CH:3][C:2]([O:1][CH2:14][CH2:15][C:16]2[N:17]=[CH:18][NH:19][CH:20]=2)=[CH:11][CH:10]=1)([O:8][CH3:9])=[O:7] |f:1.2,3.4.5,6.7,9.10|. Reported procedure: 228 mg (1.5 mmol) of methyl 4-hydroxybenzoate, 251 mg (1.5 mmol) of 4-[2-chloroethyl]-1H-imidazole hydrochloride, 500 mg (3.6 mmol) of potassium carbonate and sodium iodide (catalyst) are stirred at 80° C. for 3 days in 5 ml of dimethylformamide. The reaction mixture is cooled and filtered and the filtrate is evaporated under reduced pressure to give an oily residue which is subjected to column chromatography (using, as first eluent, chloroform and, as second eluent, a 95/5 chloroform/methanol m... Starting materials: C(=O)ONCCC1=CC=C(C=C1)NC1CCN(CC1)C(NCC1=C(C=C(C=C1)O[Si](C1=CC=CC=C1)(C1=CC=CC=C1)C(C)(C)C)F)=O ([2-(4-{1-[4-(tert-Butyl-diphenyl-silanyloxy)-2-fluoro-benzylcarbamoyl]-piperidin-4-ylamino}-phenyl)-ethyl]-amino formate), C(C)(C)(C)[Si](C1=CC=CC=C1)(C1=CC=CC=C1)OC1=CC(=CC=C1)OCC1OC1 (tert-butyl-(3-oxiranylmethoxy-phenoxy)-diphenyl-silane). Product: FC1=C(CNC(=O)N2CCC(CC2)NC2=CC=C(C=C2)CCNC[C@@H](COC2=CC(=CC=C2)O)O)C=CC(=C1)O (4-(4-{2-[(2S)-2-Hydroxy-3-(3-hydroxy-phenoxy)-propylamino]-ethyl}-phenylamino)-piperidine-1-carboxylic acid 2-fluoro-4-hydroxy-benzylamide). The yield is 18.9%. RXN SMILES: C(O[NH:4][CH2:5][CH2:6][C:7]1[CH:12]=[CH:11][C:10]([NH:13][CH:14]2[CH2:19][CH2:18][N:17]([C:20](=[O:48])[NH:21][CH2:22][C:23]3[CH:28]=[CH:27][C:26]([O:29][Si](C(C)(C)C)(C4C=CC=CC=4)C4C=CC=CC=4)=[CH:25][C:24]=3[F:47])[CH2:16][CH2:15]2)=[CH:9][CH:8]=1)=O.C([Si]([O:66][C:67]1[CH:72]=[CH:71][CH:70]=[C:69]([O:73][CH2:74][CH:75]2[CH2:77][O:76]2)[CH:68]=1)(C1C=CC=CC=1)C1C=CC=CC=1)(C)(C)C>>[F:47][C:24]1[CH:25]=[C:26]([OH:29])[CH:27]=[CH:28][C:23]=1[CH2:22][NH:21][C:20]([N:17]1[CH2:16][CH2:15][CH:14]([NH:13][C:10]2[CH:9]=[CH:8][C:7]([CH2:6][CH2:5][NH:4][CH2:77][C@H:75]([OH:76])[CH2:74][O:73][C:69]3[CH:70]=[CH:71][CH:72]=[C:67]([OH:66])[CH:68]=3)=[CH:12][CH:11]=2)[CH2:19][CH2:18]1)=[O:48]. Procedure: [2-(4-{1-[4-(tert-Butyl-diphenyl-silanyloxy)-2-fluoro-benzylcarbamoyl]-piperidin-4-ylamino}-phenyl)-ethyl]-amino formate (1.05 g, 1.59 mmol) was reacted with tert-butyl-(3-oxiranylmethoxy-phenoxy)-diphenyl-silane (0.642 g, 1.59 mmol) according to Procedure G to give the title compound (0.290 g, 0.3 mmol).